Dataset: the Open Reaction Database (ORD), a public repository of structured organic reaction records. Task: describe an organic reaction: reactants, conditions, products, and yield Reactants: NC1=CC=C(C=C1)N1C2=C(NC(CC1=O)=O)C1=CC=CC=C1C=C2 (5-(4-aminophenyl)-1H-naphtho[1,2-b][1,4]diazepine-2,4(3H,5H)-dione), BrC=1C=C(C=CC1)S(=O)(=O)OC1=CC=C(C=C1)N1C2=C(NC(CC1=O)=O)C=1CCCCC1C=C2 (4-(2,4-Dioxo-1,2,3,4,8,9,10,11-octahydronaphtho-[1,2-b][1,4]diazepin-5-yl)phenyl 3-bromobenzene-sulfonate), Cl.C(C1=CC=NC=C1)(=O)Cl (isonicotinoyl chloride hydrochloride). The product is N1=CC=C(C=C1)C(=O)NC1=CC=C(C=C1)N1C2=C(NC(CC1=O)=O)C1=CC=CC=C1C=C2 (5-[4-[(pyridin-4-yl)carbonylamino]phenyl]-1H-naphtho[1,2-b][1,4]diazepine-2,4(3H,5H)-dione). The yield is 50.9%. As a reaction SMILES: [NH2:1][C:2]1[CH:7]=[CH:6][C:5]([N:8]2[C:14](=[O:15])[CH2:13][C:12](=[O:16])[NH:11][C:10]3[C:17]4[C:22]([CH:23]=[CH:24][C:9]2=3)=[CH:21][CH:20]=[CH:19][CH:18]=4)=[CH:4][CH:3]=1.Cl.[C:26](Cl)(=[O:33])[C:27]1[CH:32]=[CH:31][N:30]=[CH:29][CH:28]=1.BrC1C=C(S(OC2C=CC(N3C(=O)CC(=O)NC4C5CCCCC=5C=CC3=4)=CC=2)(=O)=O)C=CC=1>>[N:30]1[CH:31]=[CH:32][C:27]([C:26]([NH:1][C:2]2[CH:7]=[CH:6][C:5]([N:8]3[C:14](=[O:15])[CH2:13][C:12](=[O:16])[NH:11][C:10]4[C:17]5[C:22]([CH:23]=[CH:24][C:9]3=4)=[CH:21][CH:20]=[CH:19][CH:18]=5)=[CH:4][CH:3]=2)=[O:33])=[CH:28][CH:29]=1 |f:1.2|. Procedure: By using 5-(4-aminophenyl)-1H-naphtho[1,2-b][1,4]diazepine-2,4(3H,5H)-dione (63 mg, 0.2 mmol) obtained in Example 1, (3), and isonicotinoyl chloride hydrochloride (71 mg, 0.4 mmol), 5-[4-[(pyridin-4-yl)carbonylamino]phenyl]-1H-naphtho[1,2-b][1,4]diazepine-2,4(3H,5H)-dione (43 mg, yield 50%) was obtained as pale green crystals in the same manner as that of Example 1, (4). Solvent: ClCCCl (1,2-dichloro-ethane). Reaction SMILES: [F:1][C:2]1[CH:3]=[C:4]([C:10]([F:13])([F:12])[F:11])[CH:5]=[CH:6][C:7]=1[O:8]C.S(=O)(=O)(O)O.[N+:19]([O-])([O-:21])=[O:20].[K+]>ClCCCl>[F:1][C:2]1[CH:3]=[C:4]([C:10]([F:13])([F:12])[F:11])[CH:5]=[C:6]([N+:19]([O-:21])=[O:20])[C:7]=1[OH:8] |f:2.3|. Reported procedure: The product from (c) (4.1 g) in 1,2-dichloro-ethane (25 ml) was chilled to -10° C. and concentrated sulphuric acid (25 ml) added. The mixture was stirred and kept at -5° to -10° C. while potassium nitrate (2.3 g) was added in portions over a period of 30 minutes. The mixture was stirred for a further 30 minutes at below 0° C. and then poured on to ice (150 ml). The mixture was extracted with chloroform (150 ml) and the extracts washed with water (100 ml), dried (MgSO4) and evaporated to give 3-f... Reactants: ice, FC=1C=C(C=CC1OC)C(F)(F)F (3-fluoro-4-methoxybenzotrifluoride), [N+](=O)([O-])[O-].[K+] (potassium nitrate), S(O)(O)(=O)=O (sulphuric acid). The product is FC=1C=C(C=C(C1O)[N+](=O)[O-])C(F)(F)F (3-fluoro-4-hydroxy-5-nitrobenzotrifluoride). Yield: 86.2%. Starting materials: methyl ester, FC(C(C(=O)O)(C(F)(F)F)C1=CC=CC=C1)(F)F (α,α-bis(trifluoromethyl)phenylacetic acid), [OH-].[Na+] (sodium hydroxide), O (water). Solvent: CO (methanol). Conditions: temperature 90 celsius. Yields the product FC(C(C(=O)O)C1=CC=CC=C1)(F)F (α-(trifluoromethyl)phenylacetic acid). Yield: 62.0%. As a reaction SMILES: [F:1][C:2]([F:18])([F:17])[C:3]([C:11]1[CH:16]=[CH:15][CH:14]=[CH:13][CH:12]=1)(C(F)(F)F)[C:4]([OH:6])=[O:5].[OH-].[Na+].O>CO>[F:1][C:2]([F:17])([F:18])[CH:3]([C:11]1[CH:12]=[CH:13][CH:14]=[CH:15][CH:16]=1)[C:4]([OH:6])=[O:5] |f:1.2|. Reported procedure: 2.9 g (10 millimole) of methyl ester of α,α-bis(trifluoromethyl)phenylacetic acid, 2.5 g (63 millimole) of sodium hydroxide, 3.0 g of water and 3.0 ml of methanol were charged into an eggplant-type flask having a capacity of 100 ml, provided with a marine-type condenser and refluxed at a bath temperature of 90° C. for 6 hours. Methanol was distilled off from the reaction mixture under reduced pressure, and the residue was dissolved in 30 ml of 3N hydrochloric acid and then extracted with ether. ... Starting materials: CCN(C(C)C)C(C)C, ClCCCl, O=[N+]([O-])c1ccc(S(=O)(=O)Cl)cc1, CC(C)(C)OC(=O)NC1CNc2ccccc2C1. The product is CC(C)(C)OC(=O)NC1Cc2ccccc2N(S(=O)(=O)c2ccc([N+](=O)[O-])cc2)C1. RXN SMILES: [CH:32]([N:33]([CH:34]([CH3:35])[CH3:36])[CH2:37][CH3:38])([CH3:39])[CH3:40].[Cl:41][CH2:42][CH2:43][Cl:44].[N+:19](=[O:20])([O-:21])[c:22]1[cH:23][cH:24][c:25]([S:28](=[O:29])(=[O:30])[Cl:31])[cH:26][cH:27]1.[NH:1]1[CH2:2][CH:3]([NH:11][C:12]([O:13][C:14]([CH3:15])([CH3:16])[CH3:17])=[O:18])[CH2:4][c:5]2[cH:6][cH:7][cH:8][cH:9][c:10]21>>[N:1]1([S:28]([c:25]2[cH:24][cH:23][c:22]([N+:19](=[O:20])[O-:21])[cH:27][cH:26]2)(=[O:29])=[O:30])[CH2:2][CH:3]([NH:11][C:12]([O:13][C:14]([CH3:15])([CH3:16])[CH3:17])=[O:18])[CH2:4][c:5]2[cH:6][cH:7][cH:8][cH:9][c:10]21. Starting materials: C1CCOC1, O=C1OCC(c2ccc(F)c(Cl)c2)N1C(=O)Oc1ccc([N+](=O)[O-])cc1, NCCCN1CCC(c2ccccc2)(c2ccccc2)CC1. The product is O=C(NCCCN1CCC(c2ccccc2)(c2ccccc2)CC1)N1C(=O)OCC1c1ccc(F)c(Cl)c1. RXN SMILES: [CH2:49]1[O:50][CH2:51][CH2:52][CH2:53]1.[N+:23]([c:24]1[cH:25][cH:26][c:27]([O:32][C:33](=[O:28])[N:35]2[C:36](=[O:48])[O:37][CH2:38][CH:39]2[c:40]2[cH:41][c:42]([Cl:47])[c:43]([F:46])[cH:44][cH:45]2)[cH:29][cH:30]1)([O-:31])=[O:34].[NH2:1][CH2:2][CH2:3][CH2:4][N:5]1[CH2:6][CH2:7][C:8]([c:11]2[cH:12][cH:13][cH:14][cH:15][cH:16]2)([c:17]2[cH:18][cH:19][cH:20][cH:21][cH:22]2)[CH2:9][CH2:10]1>>[NH:1]([CH2:2][CH2:3][CH2:4][N:5]1[CH2:6][CH2:7][C:8]([c:11]2[cH:12][cH:13][cH:14][cH:15][cH:16]2)([c:17]2[cH:18][cH:19][cH:20][cH:21][cH:22]2)[CH2:9][CH2:10]1)[C:33](=[O:32])[N:35]1[C:36](=[O:48])[O:37][CH2:38][CH:39]1[c:40]1[cH:41][c:42]([Cl:47])[c:43]([F:46])[cH:44][cH:45]1.